Dataset: the Open Reaction Database (ORD), a public repository of structured organic reaction records. Task: describe an organic reaction: reactants, conditions, products, and yield Reactants: O1C(CCCC1)OCC1=NNC(=C1)CC (3-(tetrahydropyran-2-yloxy)methyl-5-ethylpyrazole), C(C)(C)(C)O[K] (tert-BuOK), C1(=CC=C(C=C1)S(=O)(=O)O)C (p-toluenesulfonic acid), FC1=CC=C(C=C1)[N+](=O)[O-] (4-fluoronitrobenzene). Run in C1CCOC1 (THF), O (water), CO (methanol). Conditions: time 10 minute. The product is [N+](=O)([O-])C1=CC=C(C=C1)N1N=C(C=C1CC)CO (1-(4-Nitrophenyl)-3-hydroxymethyl-5-ethylpyrazole). The yield is 48.5%. As a reaction SMILES: O1CCCCC1[O:7][CH2:8][C:9]1[CH:13]=[C:12]([CH2:14][CH3:15])[NH:11][N:10]=1.C(O[K])(C)(C)C.F[C:23]1[CH:28]=[CH:27][C:26]([N+:29]([O-:31])=[O:30])=[CH:25][CH:24]=1.C1(C)C=CC(S(O)(=O)=O)=CC=1>C1COCC1.O.CO>[N+:29]([C:26]1[CH:27]=[CH:28][C:23]([N:11]2[C:12]([CH2:14][CH3:15])=[CH:13][C:9]([CH2:8][OH:7])=[N:10]2)=[CH:24][CH:25]=1)([O-:31])=[O:30]. Procedure details: To a solution of 3-(tetrahydropyran-2-yloxy)methyl-5-ethylpyrazole (27.0 g, 0.13 mol) in dry THF (250 mL) was added tert-BuOK (14.4g, 0.13 mol) under nitrogen. After 10 min, 4-fluoronitrobenzene (18.1 g, 0.13 mol) was added. The mixture was heated to reflux for 10 hr, the solvent was then removed under vacuum The residue was taken up in ethyl acetate and washed with water, The organic layer was dried over MgSO4 and filtered. The filtrate was treated with active carbon (3.0 g, norit A alkaline) a... The reactants are ClC1=NN2C(C(=N1)NCC1=NC=CC=C1)=C(C=C2)C2=CC=CC=C2 (2-chloro-5-phenyl-N-(pyridin-2-ylmethyl)pyrrolo[2,1-f][1,2,4]triazin-4-amine), C(C)(C)(C)NS(=O)(=O)C=1C(=NC=C(C1)B1OC(C(O1)(C)C)(C)C)C(F)F (N-(tert-butyl)-2-(difluoromethyl)-5-(4,4,5,5-tetramethyl-1,3,2-dioxaborolan-2-yl)pyridine-3-sulfonamide), C(=O)([O-])[O-].[K+].[K+] (K2CO3). The reagents and catalysts are C1=CC=C(C=C1)P([C-]2C=CC=C2)C3=CC=CC=C3.C1=CC=C(C=C1)P([C-]2C=CC=C2)C3=CC=CC=C3.Cl[Pd]Cl.[Fe+2].C(Cl)Cl (PdCl2(dppf) CH2Cl2). Run in O1CCOCC1 (1,4-dioxane), O (water). Conditions: temperature 100 celsius. Yields the product C(C)(C)(C)NS(=O)(=O)C=1C(=NC=C(C1)C1=NN2C(C(=N1)NCC1=NC=CC=C1)=C(C=C2)C2=CC=CC=C2)C(F)F (N-(tert-butyl)-2-(difluoromethyl)-5-(5-phenyl-4-((pyridin-2-ylmethyl)amino)pyrrolo[2,1-f][1,2,4]triazin-2-yl)pyridine-3-sulfonamide). The yield is 71.4%. As a reaction SMILES: Cl[C:2]1[N:7]=[C:6]([NH:8][CH2:9][C:10]2[CH:15]=[CH:14][CH:13]=[CH:12][N:11]=2)[C:5]2=[C:16]([C:19]3[CH:24]=[CH:23][CH:22]=[CH:21][CH:20]=3)[CH:17]=[CH:18][N:4]2[N:3]=1.[C:25]([NH:29][S:30]([C:33]1[C:34]([CH:48]([F:50])[F:49])=[N:35][CH:36]=[C:37](B2OC(C)(C)C(C)(C)O2)[CH:38]=1)(=[O:32])=[O:31])([CH3:28])([CH3:27])[CH3:26].C([O-])([O-])=O.[K+].[K+]>O1CCOCC1.O.C1C=CC(P(C2C=CC=CC=2)[C-]2C=CC=C2)=CC=1.C1C=CC(P(C2C=CC=CC=2)[C-]2C=CC=C2)=CC=1.Cl[Pd]Cl.[Fe+2].C(Cl)Cl>[C:25]([NH:29][S:30]([C:33]1[C:34]([CH:48]([F:49])[F:50])=[N:35][CH:36]=[C:37]([C:2]2[N:7]=[C:6]([NH:8][CH2:9][C:10]3[CH:15]=[CH:14][CH:13]=[CH:12][N:11]=3)[C:5]3=[C:16]([C:19]4[CH:24]=[CH:23][CH:22]=[CH:21][CH:20]=4)[CH:17]=[CH:18][N:4]3[N:3]=2)[CH:38]=1)(=[O:31])=[O:32])([CH3:28])([CH3:26])[CH3:27] |f:2.3.4,7.8.9.10.11|. Reported procedure: To a solution of 2-chloro-5-phenyl-N-(pyridin-2-ylmethyl)pyrrolo[2,1-f][1,2,4]triazin-4-amine (0.500 g, 1.49 mmol) and N-(tert-butyl)-2-(difluoromethyl)-5-(4,4,5,5-tetramethyl-1,3,2-dioxaborolan-2-yl)pyridine-3-sulfonamide (0.697 g, 1.79 mmol) in 1,4-dioxane (5 mL) and water (1 mL) was added K2CO3 (0.412 g, 2.98 mmol). The reaction mixture was purged with nitrogen gas for 10 min. Then PdCl2(dppf)-CH2Cl2 (0.122 g, 0.149 mmol) was added and heated at 100° C. for 1 h in micro wave. The reaction mix... Reactants: O1CCCC1 (tetrahydrofuran), BrC=1C(=NC(=NC1)SC)N[C@@H]1CNCCC1 ((5-bromo-2-methylsulfanyl-pyrimidin-4-yl)-(S)-piperidin-3-yl-amine), N1(NCCCCCCCCC1)C1CCCCCCCCCC1 (diazabicycloundecane), C(#N)CC(=O)OCC (ethyl 2-cyanoacetate). The solvent is O (water). Product: BrC=1C(=NC(=NC1)SC)N[C@@H]1CN(CCC1)C(CC#N)=O (3-[(S)-3-(5-bromo-2-methylsulfanyl-pyrimidin-4-ylamino)-piperidin-1-yl]-3-oxo-propionitrile). RXN SMILES: O1CCCC1.[Br:6][C:7]1[C:8]([NH:15][C@H:16]2[CH2:21][CH2:20][CH2:19][NH:18][CH2:17]2)=[N:9][C:10]([S:13][CH3:14])=[N:11][CH:12]=1.N1(C2CCCCCCCCCC2)CCCCCCCCCN1.[C:44]([CH2:46][C:47](OCC)=[O:48])#[N:45]>O>[Br:6][C:7]1[C:8]([NH:15][C@H:16]2[CH2:21][CH2:20][CH2:19][N:18]([C:47](=[O:48])[CH2:46][C:44]#[N:45])[CH2:17]2)=[N:9][C:10]([S:13][CH3:14])=[N:11][CH:12]=1. Reported procedure: A tetrahydrofuran solution (6 ml) of (5-bromo-2-methylsulfanyl-pyrimidin-4-yl)-(S)-piperidin-3-yl-amine (from Example 76, step 1 above) (300 mg, 0.99 mmol), diazabicycloundecane (530 mg, 3.5 mmol) and ethyl 2-cyanoacetate was stirred at room temperature for 20 hours. The reaction was diluted with water and extracted with ethyl acetate (2×). The organics were dried and evaporated to give 3-[(S)-3-(5-bromo-2-methylsulfanyl-pyrimidin-4-ylamino)-piperidin-1-yl]-3-oxo-propionitrile as an oil. MS (ES+...